From a dataset of the Open Reaction Database (ORD), a public repository of structured organic reaction records. describe an organic reaction: reactants, conditions, products, and yield The reactants are C(C1=CC=CC=C1)(=O)NC1CCNCC1 (4-Benzamidopiperidine), OCC(=O)C=C (hydroxymethylvinyl ketone). Run in C(C)O (ethanol). The product is C(C1=CC=CC=C1)(=O)NC1CCN(CC1)CCC(O)C(=O)C(CCN1CCC(CC1)NC(C1=CC=CC=C1)=O)O (2-(4-benzamidopiperidino)ethylhydroxymethyl ketone). Reaction SMILES: [C:1]([NH:9][CH:10]1[CH2:15][CH2:14][NH:13][CH2:12][CH2:11]1)(=[O:8])[C:2]1[CH:7]=[CH:6][CH:5]=[CH:4][CH:3]=1.[OH:16][CH2:17][C:18]([CH:20]=[CH2:21])=[O:19]>C(O)C>[C:1]([NH:9][CH:10]1[CH2:15][CH2:14][N:13]([CH2:21][CH2:20][CH:18]([C:17]([CH:1]([OH:8])[CH2:2][CH2:3][N:13]2[CH2:14][CH2:15][CH:10]([NH:9][C:1](=[O:8])[C:2]3[CH:3]=[CH:4][CH:5]=[CH:6][CH:7]=3)[CH2:11][CH2:12]2)=[O:16])[OH:19])[CH2:12][CH2:11]1)(=[O:8])[C:2]1[CH:3]=[CH:4][CH:5]=[CH:6][CH:7]=1. Procedure: 4-Benzamidopiperidine (2.4 g.) in ethanol (15 ml.) was added to hydroxymethylvinyl ketone (2.0 g.). An exothermic reaction occured and crystallisation occurred on cooling to give 2-(4-benzamidopiperidino)ethylhydroxymethyl ketone, m.p. 154°-155° C. (Found: C, 65.9; H, 7.7; N, 9.5; C16H22N2O3 requires C, 66.2; H, 7.6; N, 9.65%).